describe an organic reaction: reactants, conditions, products, and yield From a dataset of the Open Reaction Database (ORD), a public repository of structured organic reaction records. Starting materials: ClC=1C(=NC2=CC=C(C=C2N1)C(=O)OC)C1=CC=C(C=C1)F (methyl 3-chloro-2-(4-fluorophenyl)quinoxaline-6-carboxylate), C[C@@H]1NCCC1 ((S)-2-methylpyrrolidine), C(CCC)O (butan-1-ol). Conditions: temperature 110 celsius, time 8 hour. Yields the product FC1=CC=C(C=C1)C1=NC2=CC=C(C=C2N=C1N1[C@H](CCC1)C)C(=O)OCCCC ((S)-Butyl 2-(4-fluorophenyl)-3-(2-methylpyrrolidin-1-yl)quinoxaline-6-carboxylate). RXN SMILES: Cl[C:2]1[C:3]([C:16]2[CH:21]=[CH:20][C:19]([F:22])=[CH:18][CH:17]=2)=[N:4][C:5]2[C:10]([N:11]=1)=[CH:9][C:8]([C:12]([O:14][CH3:15])=[O:13])=[CH:7][CH:6]=2.[CH3:23][C@H:24]1[CH2:28][CH2:27][CH2:26][NH:25]1.[CH2:29](O)[CH2:30][CH2:31]C>>[F:22][C:19]1[CH:20]=[CH:21][C:16]([C:3]2[C:2]([N:25]3[CH2:26][CH2:27][CH2:28][C@@H:24]3[CH3:23])=[N:11][C:10]3[C:5](=[CH:6][CH:7]=[C:8]([C:12]([O:14][CH2:15][CH2:29][CH2:30][CH3:31])=[O:13])[CH:9]=3)[N:4]=2)=[CH:17][CH:18]=1. Procedure: Into a 10-mL sealed tube, was placed methyl 3-chloro-2-(4-fluorophenyl)quinoxaline-6-carboxylate (150 mg, 0.47 mmol, 1.00 equiv), (S)-2-methylpyrrolidine (403 mg, 4.74 mmol, 9.99 equiv), butan-1-ol (2 mL). The resulting solution was stirred overnight at 110° C. in an oil bath. The resulting mixture was concentrated under vacuum. This resulted in 150 mg (crude) of (S)-butyl 2-(4-fluorophenyl)-3-(2-methylpyrrolidin-1-yl)quinoxaline-6-carboxylate as a yellow solid. Starting materials: [OH-].[NH4+] (Ammonium hydroxide), FC=1C=C2CCCN(C2=CC1)[C@@H](C(=O)N1CCN(CC1)C1=CC=C(C=C1)S(=O)(=O)Cl)C ((R)-4-(4-(2-(6-fluoro-3,4-dihydroquinolin-1(2H)-yl)propanoyl)piperazin-1-yl)benzene-1-sulfonyl chloride), Cl (HCl). Run in C(C)#N (acetonitrile). Reaction conditions: temperature 0 celsius, time 4 hour. Yields the product FC=1C=C2CCCN(C2=CC1)[C@@H](C(=O)N1CCN(CC1)C1=CC=C(C=C1)S(=O)(=O)N)C ((R)-4-(4-(2-(6-fluoro-3,4-dihydroquinolin-1(2H)-yl)propanoyl)piperazin-1-yl)benzene sulfonamide). RXN SMILES: [OH-].[NH4+:2].[F:3][C:4]1[CH:5]=[C:6]2[C:11](=[CH:12][CH:13]=1)[N:10]([C@H:14]([CH3:33])[C:15]([N:17]1[CH2:22][CH2:21][N:20]([C:23]3[CH:28]=[CH:27][C:26]([S:29](Cl)(=[O:31])=[O:30])=[CH:25][CH:24]=3)[CH2:19][CH2:18]1)=[O:16])[CH2:9][CH2:8][CH2:7]2.Cl>C(#N)C>[F:3][C:4]1[CH:5]=[C:6]2[C:11](=[CH:12][CH:13]=1)[N:10]([C@H:14]([CH3:33])[C:15]([N:17]1[CH2:22][CH2:21][N:20]([C:23]3[CH:28]=[CH:27][C:26]([S:29]([NH2:2])(=[O:31])=[O:30])=[CH:25][CH:24]=3)[CH2:19][CH2:18]1)=[O:16])[CH2:9][CH2:8][CH2:7]2 |f:0.1|. Procedure: Ammonium hydroxide (28-30% solution, 7.5 mL) was added dropwise to a solution of the (R)-4-(4-(2-(6-fluoro-3,4-dihydroquinolin-1(2H)-yl)propanoyl)piperazin-1-yl)benzene-1-sulfonyl chloride (375 mg, 0.56 mmol) in acetonitrile (5 mL) at 0° C. The reaction mixture was stirred at 0° C. for 4 h. The solution was cooled to 0° C. and aqueous 1.0 M HCl was added dropwise. The reaction mixture was extracted with CH2Cl2 (3×50 mL). The combined organic phases were dried over MgSO4. After evaporating the so... Starting materials: O=C(NC(Cc1cccc2ccccc12)C(=O)CCl)OCc1ccccc1, CCOC(C)=O, CC1=C(C)C(C)(C)C([Rh+]Cl)=C1C, Cc1ccc(S(=O)(=O)NC(c2ccccc2)C(N)c2ccccc2)cc1. Yields the product O=C(NC(Cc1cccc2ccccc12)C(O)CCl)OCc1ccccc1. As a reaction SMILES: [CH2:1]([c:2]1[cH:3][cH:4][cH:5][cH:6][cH:7]1)[O:8][C:9](=[O:10])[NH:11][CH:12]([C:13]([CH2:14][Cl:15])=[O:16])[CH2:17][c:18]1[cH:19][cH:20][cH:21][c:22]2[cH:23][cH:24][cH:25][cH:26][c:27]12.[CH3:28][CH2:29][O:30][C:31](=[O:32])[CH3:33].[Cl:60][Rh+:61][C:62]1=[C:70]([CH3:71])[C:68]([CH3:69])=[C:66]([CH3:67])[C:63]1([CH3:64])[CH3:65].[c:34]1([CH3:35])[cH:36][cH:37][c:38]([S:39]([NH:40][CH:41]([c:42]2[cH:43][cH:44][cH:45][cH:46][cH:47]2)[CH:48]([c:49]2[cH:50][cH:51][cH:52][cH:53][cH:54]2)[NH2:55])(=[O:56])=[O:57])[cH:58][cH:59]1>>[CH2:1]([c:2]1[cH:3][cH:4][cH:5][cH:6][cH:7]1)[O:8][C:9](=[O:10])[NH:11][CH:12]([CH:13]([CH2:14][Cl:15])[OH:16])[CH2:17][c:18]1[cH:19][cH:20][cH:21][c:22]2[cH:23][cH:24][cH:25][cH:26][c:27]12. The reactants are [OH-].[Na+] (sodium hydroxide), C(C)C(C(=O)Cl)CC(=O)Cl (ethylsuccinyl chloride), N1=CC=C(C=C1)N1CCNCC1 (1-(4-pyridyl)-piperazine), [Cl-].[Na+] (sodium chloride). Conditions: time 1 hour. The product is O=C(CCC(=O)O)N1CCN(CC1)C1=CC=NC=C1 (4-Oxo-4-(4-pyridin-4-ylpiperazin-1-yl)butanoic Acid). Reaction SMILES: [OH-:1].[Na+].C([CH:5]([CH2:9][C:10](Cl)=[O:11])[C:6](Cl)=[O:7])C.[Cl-].[Na+].[N:15]1[CH:20]=[CH:19][C:18]([N:21]2[CH2:26][CH2:25][NH:24][CH2:23][CH2:22]2)=[CH:17][CH:16]=1>>[O:11]=[C:10]([N:24]1[CH2:23][CH2:22][N:21]([C:18]2[CH:19]=[CH:20][N:15]=[CH:16][CH:17]=2)[CH2:26][CH2:25]1)[CH2:9][CH2:5][C:6]([OH:7])=[O:1] |f:0.1,3.4|. Procedure details: To an aqueous solution (10 ml) of 1-(4-pyridyl)-piperazine (1.63 g) were added 2N sodium hydroxide (5.5 ml) and ethylsuccinyl chloride at 0° C. and the solution was stirred for 1 hour at room temperature 1 hour. The reaction solution was saturated with sodium chloride, extracted with ethyl acetate three times and dried over Na2SO4. The solution was removed under reduced pressure and the residue was dissolved in methanol (10 ml). To the solution was added 2N sodium hydroxide (11 ml) and the solut... Starting materials: S(=O)(=O)([O-])S(=O)(=O)[O-].[Na+].[Na+] (sodium dithionate), BrC1=CC=C2C(=C(C=NC2=C1)[N+](=O)[O-])NCCCO (3-[(7-bromo-3-nitroquinolin-4-yl)amino]propan-1-ol). The solvent is O (water), C(C)O (ethanol). Reaction conditions: time 4 hour. Product: NC=1C=NC2=CC(=CC=C2C1NCCCO)Br (3-[(3-amino-7-bromoquinolin-4-yl)amino]propan-1-ol). Isolated yield 77.7%. As a reaction SMILES: S(S([O-])(=O)=O)([O-])(=O)=O.[Na+].[Na+].[Br:11][C:12]1[CH:21]=[C:20]2[C:15]([C:16]([NH:25][CH2:26][CH2:27][CH2:28][OH:29])=[C:17]([N+:22]([O-])=O)[CH:18]=[N:19]2)=[CH:14][CH:13]=1>O.C(O)C>[NH2:22][C:17]1[CH:18]=[N:19][C:20]2[C:15]([C:16]=1[NH:25][CH2:26][CH2:27][CH2:28][OH:29])=[CH:14][CH:13]=[C:12]([Br:11])[CH:21]=2 |f:0.1.2|. Procedure: A solution of sodium dithionate (27.5 g, 158 mmol) in water (60 mL) was added to a solution of 3-[(7-bromo-3-nitroquinolin-4-yl)amino]propan-1-ol (10.3 g, 31.6 mmol) in ethanol (175 mL), and the mixture was stirred vigorously for four hours at ambient temperature. The solvent was removed under reduced pressure, and the residue was partitioned between dichloromethane/chloroform/methanol (500 mL) and saturated aqueous sodium bicarbonate (200 mL). The aqueous layer was separated and extracted with ... Starting materials: O=C[O-], [NH4+], CN(C)C=O, O, COc1cc2ncnc(Oc3cnc4[nH]ccc4c3)c2cc1OCc1ccccc1. The product is COc1cc2ncnc(Oc3cnc4[nH]ccc4c3)c2cc1O. RXN SMILES: [CH:31]([O-:32])=[O:33].[NH4+:34].[O:36]=[CH:37][N:38]([CH3:39])[CH3:40].[OH2:35].[nH:1]1[cH:2][cH:3][c:4]2[cH:5][c:6]([O:10][c:11]3[n:12][cH:13][n:14][c:15]4[cH:16][c:17]([O:29][CH3:30])[c:18]([O:21][CH2:22][c:23]5[cH:24][cH:25][cH:26][cH:27][cH:28]5)[cH:19][c:20]34)[cH:7][n:8][c:9]12>>[nH:1]1[cH:2][cH:3][c:4]2[cH:5][c:6]([O:10][c:11]3[n:12][cH:13][n:14][c:15]4[cH:16][c:17]([O:29][CH3:30])[c:18]([OH:21])[cH:19][c:20]34)[cH:7][n:8][c:9]12. Starting materials: C#C[Si](C)(C)C, CCN(C(C)C)C(C)C, [Cu]I, COc1ccc(C2OCC3CC(n4cc(I)c5c(C)ncnc54)CC3O2)cc1, CN(C)C=O. The product is COc1ccc(C2OCC3CC(n4cc(C#C[Si](C)(C)C)c5c(C)ncnc54)CC3O2)cc1. RXN SMILES: [C:38](#[CH:39])[Si:40]([CH3:41])([CH3:42])[CH3:43].[CH:29]([N:30]([CH2:31][CH3:32])[CH:33]([CH3:34])[CH3:35])([CH3:36])[CH3:37].[Cu:49][I:50].[I:1][c:2]1[cH:3][n:4]([CH:12]2[CH2:13][CH:14]3[CH:15]([O:16][CH:17]([c:20]4[cH:21][cH:22][c:23]([O:26][CH3:27])[cH:24][cH:25]4)[O:18][CH2:19]3)[CH2:28]2)[c:5]2[n:6][cH:7][n:8][c:9]([CH3:11])[c:10]12.[O:44]=[CH:45][N:46]([CH3:47])[CH3:48]>>[c:2]1([C:39]#[C:38][Si:40]([CH3:41])([CH3:42])[CH3:43])[cH:3][n:4]([CH:12]2[CH2:13][CH:14]3[CH:15]([O:16][CH:17]([c:20]4[cH:21][cH:22][c:23]([O:26][CH3:27])[cH:24][cH:25]4)[O:18][CH2:19]3)[CH2:28]2)[c:5]2[n:6][cH:7][n:8][c:9]([CH3:11])[c:10]12. Starting materials: F[B-](F)(F)F, F[B-](F)(F)F, O=C([O-])O, Cc1ccc(N2CCOCC2)cc1C(=O)N(C)C, CC#N, F[n+]1ccccc1-c1cccc[n+]1F, [Na+]. Product: Cc1cc(F)c(N2CCOCC2)cc1C(=O)N(C)C. Reaction SMILES: [B-:1]([F:2])([F:3])([F:4])[F:5].[B-:6]([F:7])([F:8])([F:9])[F:10].[C:43](=[O:44])([OH:45])[O-:46].[CH3:25][c:26]1[c:27]([C:28](=[O:29])[N:30]([CH3:31])[CH3:32])[cH:33][c:34]([N:37]2[CH2:38][CH2:39][O:40][CH2:41][CH2:42]2)[cH:35][cH:36]1.[CH3:48][C:49]#[N:50].[F:11][n+:12]1[cH:13][cH:14][cH:15][cH:16][c:17]1-[c:18]1[cH:19][cH:20][cH:21][cH:22][n+:23]1[F:24].[Na+:47]>>[F:11][c:35]1[c:34]([N:37]2[CH2:38][CH2:39][O:40][CH2:41][CH2:42]2)[cH:33][c:27]([C:28](=[O:29])[N:30]([CH3:31])[CH3:32])[c:26]([CH3:25])[cH:36]1. Reactants: C[N+]1([O-])CCOCC1, CC(C)=O, COc1cc(C=C(O[Si](C)(C)C)c2ccc3c(c2)CCC(C)(C)O3)cc(OC)c1OC, O. Yields the product COc1cc(CC(=O)c2ccc3c(c2)CCC(C)(C)O3)cc(OC)c1OC. Reaction SMILES: [CH3:1][N+:2]1([O-:3])[CH2:4][CH2:5][O:6][CH2:7][CH2:8]1.[CH3:41][C:42](=[O:43])[CH3:44].[CH3:9][C:10]1([CH3:39])[O:11][c:12]2[cH:13][cH:14][c:15]([C:20](=[CH:21][c:22]3[cH:23][c:24]([O:32][CH3:33])[c:25]([O:30][CH3:31])[c:26]([O:28][CH3:29])[cH:27]3)[O:34][Si:35]([CH3:36])([CH3:37])[CH3:38])[cH:16][c:17]2[CH2:18][CH2:19]1.[OH2:40]>>[CH3:9][C:10]1([CH3:39])[O:11][c:12]2[cH:13][cH:14][c:15]([C:20]([CH2:21][c:22]3[cH:23][c:24]([O:32][CH3:33])[c:25]([O:30][CH3:31])[c:26]([O:28][CH3:29])[cH:27]3)=[O:34])[cH:16][c:17]2[CH2:18][CH2:19]1. The reactants are COC(=O)C1=C(O)c2ccc3ccccc3c2S(=O)(=O)N1, Cc1nc(N)sc1C, Cc1ccccc1C. Yields the product Cc1nc(NC(=O)C2=C(O)c3ccc4ccccc4c3S(=O)(=O)N2)sc1C. Reaction SMILES: [CH3:1][O:2][C:3](=[O:4])[C:5]1=[C:10]([OH:11])[c:9]2[c:8]([c:19]3[c:14]([cH:13][cH:12]2)[cH:15][cH:16][cH:17][cH:18]3)[S:7](=[O:20])(=[O:21])[NH:6]1.[NH2:22][c:23]1[s:24][c:25]([CH3:29])[c:26]([CH3:28])[n:27]1.[c:30]1([CH3:31])[c:32]([CH3:33])[cH:34][cH:35][cH:36][cH:37]1>>[C:3](=[O:4])([C:5]1=[C:10]([OH:11])[c:9]2[c:8]([c:19]3[c:14]([cH:13][cH:12]2)[cH:15][cH:16][cH:17][cH:18]3)[S:7](=[O:20])(=[O:21])[NH:6]1)[NH:22][c:23]1[s:24][c:25]([CH3:29])[c:26]([CH3:28])[n:27]1.